This data is from the Open Reaction Database (ORD), a public repository of structured organic reaction records. The task is: describe an organic reaction: reactants, conditions, products, and yield Reactants: FC1=CC=C(C=C1)C1=CC=CC(=N1)N1CCC(CC1)CCO (2-[6′-(4-fluorophenyl)-3,4,5,6-tetrahydro-2H-[1,2′]bipyridinyl-4-yl]ethanol), C1(=CC=CC=C1)P(C1=CC=CC=C1)C1=CC=CC=C1 (triphenylphosphine), C1(C=2C(C(N1)=O)=CC=CC2)=O (phthalimide), N(=NC(=O)OC(C)C)C(=O)OC(C)C (diisopropyl azodicarboxylate). The solvent is C(C)(=O)OCC (ethyl acetate), C1CCCCC1 (cyclohexane). The product is FC1=CC=C(C=C1)C1=CC=CC(=N1)N1CCC(CC1)CCN1C(C2=CC=CC=C2C1=O)=O (2-{2-[6′-(4-Fluorophenyl)-3,4,5,6-tetrahydro-2H-[1,2′]bipyridinyl-4-yl]ethyl}isoindole-1,3-dione). Yield: 48.9%. As a reaction SMILES: [F:1][C:2]1[CH:7]=[CH:6][C:5]([C:8]2[N:13]=[C:12]([N:14]3[CH2:19][CH2:18][CH:17]([CH2:20][CH2:21]O)[CH2:16][CH2:15]3)[CH:11]=[CH:10][CH:9]=2)=[CH:4][CH:3]=1.C1(P(C2C=CC=CC=2)C2C=CC=CC=2)C=CC=CC=1.[C:42]1(=[O:52])[NH:46][C:45](=[O:47])[C:44]2=[CH:48][CH:49]=[CH:50][CH:51]=[C:43]12.N(C(OC(C)C)=O)=NC(OC(C)C)=O>C(OCC)(=O)C.C1CCCCC1>[F:1][C:2]1[CH:3]=[CH:4][C:5]([C:8]2[N:13]=[C:12]([N:14]3[CH2:15][CH2:16][CH:17]([CH2:20][CH2:21][N:46]4[C:42](=[O:52])[C:43]5[C:44](=[CH:48][CH:49]=[CH:50][CH:51]=5)[C:45]4=[O:47])[CH2:18][CH2:19]3)[CH:11]=[CH:10][CH:9]=2)=[CH:6][CH:7]=1. Procedure details: The procedure described in Example 1 (step 1.2.) is followed, Starting from g (6.66 mmol) of 2-[6′-(4-fluorophenyl)-3,4,5,6-tetrahydro-2H-[1,2′]bipyridinyl-4-yl]ethanol, prepared in step 4.1., 2.096 g (7.99 mmol) of triphenylphosphine, 1.077 g (7.32 mmol) of phthalimide and 1.61 g (7.99 mmol) of diisopropyl azodicarboxylate (DIAD), and after chromatography on silica gel, eluting with a 15/85 mixture of ethyl acetate and cyclohexane, gives 1.4 g of pure product in the form of a white powder. The reactants are Cl (hydrogen chloride), OC1=CC=C(C=C1)C12CC3(CC(CC(C1)C3)C2)C2=CC=C(C=C2)O (1,3-bis(4-hydroxyphenyl)adamantane), FC=1C=CC(=C(C1)O)[N+](=O)[O-] (5-fluoro-2-nitrophenol), C(=O)([O-])[O-].[K+].[K+] (K2CO3). Run in CN(C)C=O (DMF), O (water). Product: OC=1C=C(OC2=CC=C(C=C2)C23CC4(CC(CC(C2)C4)C3)C3=CC=C(C=C3)OC3=CC(=C(C=C3)[N+](=O)[O-])O)C=CC1[N+](=O)[O-] (1,3-bis(4-(3-hydroxy-4-nitrophenoxy)phenyl)adamantane). Isolated yield 93.0%. As a reaction SMILES: [OH:1][C:2]1[CH:7]=[CH:6][C:5]([C:8]23[CH2:17][CH:12]4[CH2:13][CH:14]([CH2:16][C:10]([C:18]5[CH:23]=[CH:22][C:21]([OH:24])=[CH:20][CH:19]=5)([CH2:11]4)[CH2:9]2)[CH2:15]3)=[CH:4][CH:3]=1.F[C:26]1[CH:27]=[CH:28][C:29]([N+:33]([O-:35])=[O:34])=[C:30]([OH:32])[CH:31]=1.[C:36]([O-:39])([O-])=O.[K+].[K+].Cl>O.CN(C=O)C>[OH:32][C:30]1[CH:31]=[C:26]([CH:27]=[CH:28][C:29]=1[N+:33]([O-:35])=[O:34])[O:1][C:2]1[CH:3]=[CH:4][C:5]([C:8]23[CH2:15][CH:14]4[CH2:13][CH:12]([CH2:11][C:10]([C:18]5[CH:19]=[CH:20][C:21]([O:24][C:26]6[CH:27]=[CH:28][C:29]([N+:33]([O-:35])=[O:34])=[C:36]([OH:39])[CH:31]=6)=[CH:22][CH:23]=5)([CH2:16]4)[CH2:9]2)[CH2:17]3)=[CH:6][CH:7]=1 |f:2.3.4|. Reported procedure: A mixture of 2.00 g (6.26 mmol) of 1,3-bis(4-hydroxyphenyl)adamantane, 2.00 g (12.7 mmol) of 5-fluoro-2-nitrophenol, 1.70 g (12.3 mmol) of anhydrous K2CO3, and 50 mL of dry DMF was reflux for 12 h under nitrogen. The mixture was allowed to cool and subsequently poured into 500 mL of distilled water. The resulting solution was acidied by concentrated hydrogen chloride to PH=3.5˜4.0. The precipitated product was collected, washed thoroughly with water until neutral, and then dried to give 3.46 g (... The reactants are C[N+]1([O-])CCOCC1, CCC[N+](CCC)(CCC)CCC, O=C(CC(CCO)c1ccc(Cl)c(Cl)c1)n1ccc2ccccc21, ClCCl, O=[Ru](=O)(=O)[O-]. Yields the product O=CCC(CC(=O)n1ccc2ccccc21)c1ccc(Cl)c(Cl)c1. Reaction SMILES: [CH3:25][N+:26]1([O-:27])[CH2:28][CH2:29][O:30][CH2:31][CH2:32]1.[CH3:36][CH2:37][CH2:38][N+:39]([CH2:40][CH2:41][CH3:42])([CH2:43][CH2:44][CH3:45])[CH2:46][CH2:47][CH3:48].[Cl:1][c:2]1[cH:3][c:4]([CH:9]([CH2:10][C:11](=[O:12])[n:13]2[cH:14][cH:15][c:16]3[cH:17][cH:18][cH:19][cH:20][c:21]23)[CH2:22][CH2:23][OH:24])[cH:5][cH:6][c:7]1[Cl:8].[Cl:33][CH2:34][Cl:35].[O:49]=[Ru:50](=[O:51])([O-:52])=[O:53]>>[Cl:1][c:2]1[cH:3][c:4]([CH:9]([CH2:10][C:11](=[O:12])[n:13]2[cH:14][cH:15][c:16]3[cH:17][cH:18][cH:19][cH:20][c:21]23)[CH2:22][CH:23]=[O:24])[cH:5][cH:6][c:7]1[Cl:8]. Starting materials: C(C)OC(CN(CC1=CC(=CC=C1)N)C([C@H](C(C)C)NC(C1=CC=CC=C1)=O)=O)=O (((2(S)-Benzoylamino-3-methylbutyryl)-(3-aminobenzyl)amino)acetic Acid Ethyl Ester), CS(=O)(=O)Cl (methanesulfonyl chloride). Solvent: CCOC(=O)C (EtOAc), Cl (HCl), N1=CC=CC=C1 (pyridine). Conditions: time 8 hour. Yields the product C(C)OC(CN(CC1=CC(=CC=C1)S(=O)(=O)C)C([C@H](C(C)C)NC(C1=CC=CC=C1)=O)=O)=O (((2(5)-Benzoylamino-3-methylbutyryl)-(3-methanesulfonylbenzyl)amino)acetic Acid Ethyl Ester). Yield: 99.9%. Reaction SMILES: [CH2:1]([O:3][C:4](=[O:30])[CH2:5][N:6]([C:15](=[O:29])[C@@H:16]([NH:20][C:21](=[O:28])[C:22]1[CH:27]=[CH:26][CH:25]=[CH:24][CH:23]=1)[CH:17]([CH3:19])[CH3:18])[CH2:7][C:8]1[CH:13]=[CH:12][CH:11]=[C:10](N)[CH:9]=1)[CH3:2].[CH3:31][S:32](Cl)(=[O:34])=[O:33]>N1C=CC=CC=1.CCOC(C)=O.Cl>[CH2:1]([O:3][C:4](=[O:30])[CH2:5][N:6]([C:15](=[O:29])[C@@H:16]([NH:20][C:21](=[O:28])[C:22]1[CH:27]=[CH:26][CH:25]=[CH:24][CH:23]=1)[CH:17]([CH3:19])[CH3:18])[CH2:7][C:8]1[CH:13]=[CH:12][CH:11]=[C:10]([S:32]([CH3:31])(=[O:34])=[O:33])[CH:9]=1)[CH3:2]. Procedure details: To a solution of 735 (476.0 mg, 1.16 mmol) in pyridine (3.0 mL) was added methanesulfonyl chloride (135 μL, 1.75 mmol), and the reaction allowed to stir overnight. The reaction was diluted with EtOAc and 1N HCl. The layers were separated and the organic phase washed with brine, dried over MgSO4, filtered and concentrated to provide 550 mg of 744. ##STR123## Reactants: C(C)OC(CC(CCC(=O)OCC)N)=O (Diethyl-3-aminoadipate), Cl.NN=CC1=CC=C(C=C1)NC(CCC(=O)O)=O (4-[[4-(Aminoiminomethyl)phenyl]-amino]-4-oxobutanoic acid hydrochloride), CN1CCOCC1 (N-methylmorpholine), ClC(=O)OCC(C)C (isobutyl chloroformate), CN(C)C1=NC=CC=C1 (dimethylaminopyridine). Run in CN(C)C=O (DMF). Run at time 5 minute. Product: C(C)OC(CC(CCC(=O)OCC)NC(CCC(=O)NC1=CC=C(C=C1)C=NN)=O)=O (diethyl3-[[4-[[4-(aminoiminomethyl)phenyl]amino]-1,4-dioxobutyl]amino]hexanedioate). Isolated yield 37.5%. RXN SMILES: Cl.[NH2:2][N:3]=[CH:4][C:5]1[CH:10]=[CH:9][C:8]([NH:11][C:12](=[O:18])[CH2:13][CH2:14][C:15]([OH:17])=O)=[CH:7][CH:6]=1.CN1CCOCC1.ClC(OCC(C)C)=O.[CH2:34]([O:36][C:37](=[O:48])[CH2:38][CH:39]([NH2:47])[CH2:40][CH2:41][C:42]([O:44][CH2:45][CH3:46])=[O:43])[CH3:35].CN(C1C=CC=CN=1)C>CN(C=O)C>[CH2:34]([O:36][C:37](=[O:48])[CH2:38][CH:39]([NH:47][C:15](=[O:17])[CH2:14][CH2:13][C:12]([NH:11][C:8]1[CH:7]=[CH:6][C:5]([CH:4]=[N:3][NH2:2])=[CH:10][CH:9]=1)=[O:18])[CH2:40][CH2:41][C:42]([O:44][CH2:45][CH3:46])=[O:43])[CH3:35] |f:0.1|. Reported procedure: 4-[[4-(Aminoiminomethyl)phenyl]-amino]-4-oxobutanoic acid hydrochloride prepared in Example 1, Step 1 (5.0 g, 18.5 mmol) was added to dry DMF (250 ml) followed by N-methylmorpholine (1.8 g, 18.5 mmol) and isobutyl chloroformate (2.7 g, 17 mmol) at 25° C. The mixture was stirred for 5 min. Diethyl-3-aminoadipate (4.0 g, 18.5 retool) was added followed by dimethylaminopyridine. After 1 hour, the solvent was removed under reduced pressure and the product purified by reverse phase chromatography (0.... Starting materials: O=C(Cc1ccccc1)c1csc2ccc(Br)cc12, O=C([O-])[O-], CC[SiH](CC)CC, O=C(O)C(F)(F)F, [K+], [K+]. Yields the product Brc1ccc2scc(CCc3ccccc3)c2c1. As a reaction SMILES: [Br:1][c:2]1[cH:3][c:4]2[c:5]([s:6][cH:7][c:8]2[C:9]([CH2:10][c:11]2[cH:12][cH:13][cH:14][cH:15][cH:16]2)=[O:17])[cH:18][cH:19]1.[C:27](=[O:28])([O-:29])[O-:30].[CH2:20]([SiH:21]([CH2:22][CH3:23])[CH2:24][CH3:25])[CH3:26].[F:33][C:34]([F:35])([F:36])[C:37]([OH:38])=[O:39].[K+:31].[K+:32]>>[Br:1][c:2]1[cH:3][c:4]2[c:5]([s:6][cH:7][c:8]2[CH2:9][CH2:10][c:11]2[cH:12][cH:13][cH:14][cH:15][cH:16]2)[cH:18][cH:19]1.